From a dataset of the Open Reaction Database (ORD), a public repository of structured organic reaction records. describe an organic reaction: reactants, conditions, products, and yield Yield: 99.5%. Reaction SMILES: [H-].C([Al+]CC(C)C)C(C)C.C([O:13][C:14]([C:16]1[C:17]([C:28]2[CH:33]=[CH:32][N:31]=[CH:30][CH:29]=2)=[C:18]([C:21]2[CH:26]=[CH:25][C:24]([F:27])=[CH:23][CH:22]=2)[NH:19][CH:20]=1)=O)C>C1(C)C=CC=CC=1.O1CCCC1>[F:27][C:24]1[CH:23]=[CH:22][C:21]([C:18]2[NH:19][CH:20]=[C:16]([CH2:14][OH:13])[C:17]=2[C:28]2[CH:33]=[CH:32][N:31]=[CH:30][CH:29]=2)=[CH:26][CH:25]=1 |f:0.1|. Conditions: time 5 hour. The product is FC1=CC=C(C=C1)C=1NC=C(C1C1=CC=NC=C1)CO (2-(4-Fluorophenyl)-4-hydroxymethyl-3-(pyridin-4-yl)-1H-pyrrole). Procedure details: 121.4 ml (121.4 mmol) of a 1M solution of diisobutylaluminium hydride in toluene were slowly added dropwise to a solution of 12.56 g (40.47 mmol) of 4-ethoxycarbonyl-2-(4-fluorophenyl)-3-(pyridin-4-yl)-1H-pyrrole [which was obtained in step (i) above] in 630 ml of tetrahyrofuran with ice-cooling. After completing the addition, the cooling bath was removed and the mixture was stirred at room temperature for 5 hours. At the end of this time, a saturated aqueous solution of ammonium chloride was ad... Reactants: solution, [H-].C(C(C)C)[Al+]CC(C)C (diisobutylaluminium hydride), C(C)OC(=O)C=1C(=C(NC1)C1=CC=C(C=C1)F)C1=CC=NC=C1 (4-ethoxycarbonyl-2-(4-fluorophenyl)-3-(pyridin-4-yl)-1H-pyrrole). Run in C1(=CC=CC=C1)C (toluene), O1CCCC1 (tetrahyrofuran). The reactants are COC(CC1=CSC2=C1C(=CC(=C2)OCC2=C(C=C(C=C2)Cl)Cl)C)=O (methyl(6-((2,4-dichlorobenzyl)oxy)-4-methyl-1-benzothiophen-3-yl)acetate), [OH-].[Na+] (NaOH). Solvent: CCO (EtOH). The product is ClC1=C(COC2=CC3=C(C(=CS3)CC(=O)O)C(=C2)C)C=CC(=C1)Cl ((6-((2,4-Dichlorobenzyl)oxy)-4-methyl-1-benzothiophen-3-yl)acetic acid). Yield: 85.0%. As a reaction SMILES: C[O:2][C:3](=[O:25])[CH2:4][C:5]1[C:9]2[C:10]([CH3:24])=[CH:11][C:12]([O:14][CH2:15][C:16]3[CH:21]=[CH:20][C:19]([Cl:22])=[CH:18][C:17]=3[Cl:23])=[CH:13][C:8]=2[S:7][CH:6]=1.[OH-].[Na+]>CCO>[Cl:23][C:17]1[CH:18]=[C:19]([Cl:22])[CH:20]=[CH:21][C:16]=1[CH2:15][O:14][C:12]1[CH:11]=[C:10]([CH3:24])[C:9]2[C:5]([CH2:4][C:3]([OH:25])=[O:2])=[CH:6][S:7][C:8]=2[CH:13]=1 |f:1.2|. Procedure details: To a mixture of methyl(6-((2,4-dichlorobenzyl)oxy)-4-methyl-1-benzothiophen-3-yl)acetate (200 mg) and EtOH (2 mL) was added 1N NaOH (1 mL) at room temperature, and the mixture was refluxed for 15 min. The solution was cooled and concentrated under reduced pressure. The residue was neutralized with 1N HCl at 0° C. and extracted with EtOAc. The organic layer was separated, washed successively with 1N HCl and brine, dried over MgSO4, and the mixture was concentrated in vacuo. The residue was crysta... Starting materials: C(#N)C(C(=O)OCC)C1=C(C=C(C(=O)OC)C=C1)[N+](=O)[O-] (methyl 4-(1-cyano-2-ethoxy-2-oxoethyl)-3-nitrobenzoate). Reagents/catalysts: [Zn] (zinc), [Zn] (zinc). Solvent: C(C)(=O)O (acetic acid). Conditions: temperature 100 celsius, time 35 minute. The product is NC=1NC2=CC(=CC=C2C1C(=O)OCC)C(=O)OC (3-ethyl 6-methyl 2-amino-1H-indole-3,6-dicarboxylate). As a reaction SMILES: [C:1]([CH:3]([C:9]1[CH:18]=[CH:17][C:12]([C:13]([O:15][CH3:16])=[O:14])=[CH:11][C:10]=1[N+:19]([O-])=O)[C:4]([O:6][CH2:7][CH3:8])=[O:5])#[N:2]>C(O)(=O)C.[Zn]>[NH2:2][C:1]1[NH:19][C:10]2[C:9]([C:3]=1[C:4]([O:6][CH2:7][CH3:8])=[O:5])=[CH:18][CH:17]=[C:12]([C:13]([O:15][CH3:16])=[O:14])[CH:11]=2. Procedure details: In a 500 mL round-bottom flask were added methyl 4-(1-cyano-2-ethoxy-2-oxoethyl)-3-nitrobenzoate (14.9 g, 51.0 mmol) and zinc dust (16.7 g, 255 mmol) in acetic acid (255 mL) to give a gray suspension. The addition of zinc was done over 35 minutes at room temperature over an atmosphere of nitrogen and was fairly exothermic. The mixture was heated at 100° C. for 15 hours. The mixture was allowed to cool down, filtered through Celite and rinsed with ethyl acetate. Evaporation afforded a residue whi... Reactants: [Li]CCCC, COC(OC)c1ccc(F)c(C=O)c1, CCCCCC, [Cl-], [NH4+], C1CCOC1, c1ccc2scnc2c1. Product: COC(OC)c1ccc(F)c(C(O)c2nc3ccccc3s2)c1. As a reaction SMILES: [CH2:10]([Li:11])[CH2:12][CH2:13][CH3:14].[CH3:15][O:16][CH:17]([c:18]1[cH:19][cH:20][c:21]([F:26])[c:22]([CH:23]=[O:24])[cH:25]1)[O:27][CH3:28].[CH3:36][CH2:37][CH2:38][CH2:39][CH2:40][CH3:41].[Cl-:29].[NH4+:30].[O:31]1[CH2:32][CH2:33][CH2:34][CH2:35]1.[cH:1]1[cH:2][cH:3][c:4]2[s:5][cH:6][n:7][c:8]2[cH:9]1>>[cH:1]1[cH:2][cH:3][c:4]2[s:5][c:6]([CH:23]([c:22]3[c:21]([F:26])[cH:20][cH:19][c:18]([CH:17]([O:16][CH3:15])[O:27][CH3:28])[cH:25]3)[OH:24])[n:7][c:8]2[cH:9]1. The reactants are CC(=O)O[BH-](OC(C)=O)OC(C)=O, CN(C)C1(Cc2ccccc2)CCC(=O)CC1, CC(=O)O, NCc1ccccc1, [Na+], [Na+], C1CCOC1, [OH-]. The product is CN(C)C1(Cc2ccccc2)CCC(NCc2ccccc2)CC1. Reaction SMILES: [C:26]([O:27][BH-:28]([O:29][C:30](=[O:31])[CH3:32])[O:33][C:34](=[O:35])[CH3:36])(=[O:37])[CH3:38].[CH2:1]([c:2]1[cH:3][cH:4][cH:5][cH:6][cH:7]1)[C:8]1([N:15]([CH3:16])[CH3:17])[CH2:9][CH2:10][C:11](=[O:14])[CH2:12][CH2:13]1.[CH3:47][C:48](=[O:49])[OH:50].[NH2:18][CH2:19][c:20]1[cH:21][cH:22][cH:23][cH:24][cH:25]1.[Na+:39].[Na+:41].[O:42]1[CH2:43][CH2:44][CH2:45][CH2:46]1.[OH-:40]>>[CH2:1]([c:2]1[cH:3][cH:4][cH:5][cH:6][cH:7]1)[C:8]1([N:15]([CH3:16])[CH3:17])[CH2:9][CH2:10][CH:11]([NH:18][CH2:19][c:20]2[cH:21][cH:22][cH:23][cH:24][cH:25]2)[CH2:12][CH2:13]1. Starting materials: [N+](=O)([O-])C1=C(C=CC(=C1)C(F)(F)F)CC(=O)OC(C)(C)C (tert.butyl 2-nitro-4-trifluoromethyl-phenylacetate), FC(C(=O)O)(F)F (trifluoroacetic acid). Solvent: C(Cl)Cl (methylene chloride), petroleum ether ether. Run at time 3 hour. Yields the product [N+](=O)([O-])C1=C(C=CC(=C1)C(F)(F)F)CC(=O)O (2-nitro-4-trifluoromethyl-phenylacetic acid). RXN SMILES: [N+:1]([C:4]1[CH:9]=[C:8]([C:10]([F:13])([F:12])[F:11])[CH:7]=[CH:6][C:5]=1[CH2:14][C:15]([O:17]C(C)(C)C)=[O:16])([O-:3])=[O:2].FC(F)(F)C(O)=O>C(Cl)Cl>[N+:1]([C:4]1[CH:9]=[C:8]([C:10]([F:11])([F:12])[F:13])[CH:7]=[CH:6][C:5]=1[CH2:14][C:15]([OH:17])=[O:16])([O-:3])=[O:2]. Reported procedure: 16.7 g of tert.butyl 2-nitro-4-trifluoromethyl-phenylacetate and 50 ml of trifluoroacetic acid are dissolved in 50 ml of methylene chloride and stirred for 3 hours at ambient temperature. After elimination of the solvent the residue is taken up in petroleum ether/ether (10:1), suction filtered and dried in vacuo at 80° C. Starting materials: amide ester, [BH4-].[Na+] (NaBH4), amide, 21, F[B-](F)(F)F.C[O+](C)C (trimethyloxonium fluoroborate), COC=1C=C(C=O)C=CC1 (3-methoxybenzaldehyde), COC=1C=C(C=CC1)C1C(CN(CC1)C)C(=O)OCC (ethyl 4-(3'-methoxyphenyl)-1-methylpiperidine-3-carboxylate), 4-aryl 2-unsubstituted nipecotic acids, ethyl 4-(3'-methoxyphenyl)-2-piperidone-5-carboxylate. The solvent is C(C)O (ethanol). The product is amino ester, COC=1C=C(C=CC1)C1C(CNCC1)C(=O)OCC (ethyl 4-(3'-methoxyphenyl)piperidine-3-carboxylate). Reaction SMILES: [CH3:1][O:2][C:3]1[CH:4]=[C:5]([CH:9]2[CH2:14][CH2:13][N:12](C)[CH2:11][CH:10]2[C:16]([O:18][CH2:19][CH3:20])=[O:17])[CH:6]=[CH:7][CH:8]=1.COC1C=C(C=CC=1)C=O.F[B-](F)(F)F.C[O+](C)C.[BH4-].[Na+]>C(O)C>[CH3:1][O:2][C:3]1[CH:4]=[C:5]([CH:9]2[CH2:14][CH2:13][NH:12][CH2:11][CH:10]2[C:16]([O:18][CH2:19][CH3:20])=[O:17])[CH:6]=[CH:7][CH:8]=1 |f:2.3,4.5|. Procedure: In the preparation of ethyl 4-(3'-methoxyphenyl)-1-methylpiperidine-3-carboxylate (23), a synthesis of 4-aryl 2-unsubstituted nipecotic acids was developed. In this process modifying a known procedure [cf. C. F. Koelsch, J. of the Am. Chem. Soc., 65:2459 (1943)], 3-methoxybenzaldehyde (18) was converted to the amide ester, ethyl 4-(3'-methoxyphenyl)-2-piperidone-5-carboxylate (21), via standard procedures. Selective reduction of the amide function of 21 was achieved by reaction with trimethyloxo...